Dataset: the Open Reaction Database (ORD), a public repository of structured organic reaction records. Task: describe an organic reaction: reactants, conditions, products, and yield The reactants are Fc1ccc(Br)c2ccccc12, CCOC(=O)C(F)(F)F, C1CCOC1. Reaction SMILES: [Br:1][c:2]1[cH:3][cH:4][c:5]([F:12])[c:6]2[cH:7][cH:8][cH:9][cH:10][c:11]12.[F:13][C:14]([C:15](=[O:16])[O:17][CH2:18][CH3:19])([F:20])[F:21].[O:22]1[CH2:23][CH2:24][CH2:25][CH2:26]1>>[c:2]1([C:15]([C:14]([F:13])([F:20])[F:21])=[O:16])[cH:3][cH:4][c:5]([F:12])[c:6]2[cH:7][cH:8][cH:9][cH:10][c:11]12. Product: O=C(c1ccc(F)c2ccccc12)C(F)(F)F. The reactants are ClC1=NC(=C(C#N)C=C1)OCCOC1OCCCC1 (6-chloro-2-[2-(tetrahydro-pyran-2-yloxy)-ethoxy]-nicotinonitrile), BrC1=C(C=O)C=C(C=C1)O (2-bromo-5-hydroxy-benzaldehyde), C([O-])([O-])=O.[K+].[K+] (potassium carbonate). The solvent is CN(C)C=O (DMF). Reaction conditions: temperature 80 celsius. Product: BrC1=C(C=C(OC2=NC(=C(C#N)C=C2)OCCOC2OCCCC2)C=C1)C=O (6-(4-Bromo-3-formyl-phenoxy)-2-[2-(tetrahydro-pyran-2-yloxy)-ethoxy]-nicotinonitrile). Isolated yield 71.2%. As a reaction SMILES: Cl[C:2]1[CH:9]=[CH:8][C:5]([C:6]#[N:7])=[C:4]([O:10][CH2:11][CH2:12][O:13][CH:14]2[CH2:19][CH2:18][CH2:17][CH2:16][O:15]2)[N:3]=1.[Br:20][C:21]1[CH:28]=[CH:27][C:26]([OH:29])=[CH:25][C:22]=1[CH:23]=[O:24].C(=O)([O-])[O-].[K+].[K+]>CN(C=O)C>[Br:20][C:21]1[CH:28]=[CH:27][C:26]([O:29][C:2]2[CH:9]=[CH:8][C:5]([C:6]#[N:7])=[C:4]([O:10][CH2:11][CH2:12][O:13][CH:14]3[CH2:19][CH2:18][CH2:17][CH2:16][O:15]3)[N:3]=2)=[CH:25][C:22]=1[CH:23]=[O:24] |f:2.3.4|. Reported procedure: To a mixture of 6-chloro-2-[2-(tetrahydro-pyran-2-yloxy)-ethoxy]-nicotinonitrile (2.4 g, 8.48 mmol) and 2-bromo-5-hydroxy-benzaldehyde (1.87 g, 9.33 mmol) in DMF (25 mL) was added potassium carbonate (1.75 g, 12.69 mmol). The resulting mixture was heated at 80° C. overnight. DMF was removed under reduced pressure, the residue was diluted with EtOAc (200 mL), washed with water (20 mL) and brine (3×20 mL), dried over Na2SO4, filtered, and concentrated to give white solid. Purification was accompli... Starting materials: BrC1=CC(=C(CN2C(=NC(=C2C(=C)O[Si](C)(C)C)CC)CCC)C=C1)F (1-(4-bromo-2-fluorobenzyl)-2-(n-propyl)-4-ethyl-5-(1-(trimethylsilyloxy)ethenyl)-1H-imidazole), C1CC(=O)N(C1=O)Br (NBS), C(=O)(O)[O-].[Na+] (NaHCO3). Run in C1CCOC1 (THF). Run at time 30 minute. The product is BrC1=CC(=C(CN2C(=NC(=C2C(CBr)=O)CC)CCC)C=C1)F (1-(4-bromo-2-fluorobenzyl)-2-(n-propyl)-4-ethyl-5-bromoacetyl-1H-imidazole). Isolated yield 84.8%. RXN SMILES: [Br:1][C:2]1[CH:25]=[CH:24][C:5]([CH2:6][N:7]2[C:11]([C:12]([O:14][Si](C)(C)C)=[CH2:13])=[C:10]([CH2:19][CH3:20])[N:9]=[C:8]2[CH2:21][CH2:22][CH3:23])=[C:4]([F:26])[CH:3]=1.C1C(=O)N([Br:34])C(=O)C1.C([O-])(O)=O.[Na+]>C1COCC1>[Br:1][C:2]1[CH:25]=[CH:24][C:5]([CH2:6][N:7]2[C:11]([C:12](=[O:13])[CH2:14][Br:34])=[C:10]([CH2:19][CH3:20])[N:9]=[C:8]2[CH2:21][CH2:22][CH3:23])=[C:4]([F:26])[CH:3]=1 |f:2.3|. Reported procedure: To 2.69 g (6.13 mmol) of 1-(4-bromo-2-fluorobenzyl)-2-(n-propyl)-4-ethyl-5-(1-(trimethylsilyloxy)ethenyl)-1H-imidazole in 100 mL THF at 0° C. was added 1.09 g (6.13 mmol) of NBS. After stirring for 30 min, the solution was poured into saturated NaHCO3 solution. The mixture was extracted with anhydrous ethyl ether, dried over Na2SO4 and filtered. The filtrate was evaporated under reduced pressure to give 2.32 g (85%) of the title compound as a brown oil, which was used without further purificatio...